Dataset: the Open Reaction Database (ORD), a public repository of structured organic reaction records. Task: describe an organic reaction: reactants, conditions, products, and yield Reactants: C[C@H]1[C@H](N(CCC1)C(=O)C1=C(C=CC(=C1)C)C=1C=NN(C1)C)CNC1=NC=C(C=C1)C(F)(F)F (((2S,3R)-3-methyl-2-(((5-(trifluoromethyl)pyridin-2-yl)amino)methyl)piperidin-1-yl)(5-methyl-2-(1-methyl-1H-pyrazol-4-yl)phenyl)methanone), NC[C@H]1N(CCC[C@H]1C)C(=O)C1=C(C=CC(=C1)C)C1=CC=NN1C (((2S,3R)-2-(aminomethyl)-3-methylpiperidin-1-yl)(5-methyl-2-(1-methyl-1H-pyrazol-5-yl)phenyl)methanone), ClC1=NC=C(C#N)C=C1 (6-chloronicotinonitrile). Yields the product C[C@H]1[C@H](N(CCC1)C(C1=C(C=CC(=C1)C)C1=CC=NN1C)=O)CNC1=NC=C(C#N)C=C1 (6-((((2S,3R)-3-Methyl-1-(5-methyl-2-(1-methyl-1H-pyrazol-5-yl)benzoyl)piperidin-2-yl)methyl)amino)nicotinonitrile). As a reaction SMILES: C[C@@H]1CCCN(C(C2C=C(C)C=CC=2C2C=NN(C)C=2)=O)[C@@H]1CNC1C=CC(C(F)(F)F)=CN=1.[NH2:35][CH2:36][C@@H:37]1[C@H:42]([CH3:43])[CH2:41][CH2:40][CH2:39][N:38]1[C:44]([C:46]1[CH:51]=[C:50]([CH3:52])[CH:49]=[CH:48][C:47]=1[C:53]1[N:57]([CH3:58])[N:56]=[CH:55][CH:54]=1)=[O:45].Cl[C:60]1[CH:67]=[CH:66][C:63]([C:64]#[N:65])=[CH:62][N:61]=1>>[CH3:43][C@@H:42]1[CH2:41][CH2:40][CH2:39][N:38]([C:44](=[O:45])[C:46]2[CH:51]=[C:50]([CH3:52])[CH:49]=[CH:48][C:47]=2[C:53]2[N:57]([CH3:58])[N:56]=[CH:55][CH:54]=2)[C@@H:37]1[CH2:36][NH:35][C:60]1[CH:67]=[CH:66][C:63]([C:64]#[N:65])=[CH:62][N:61]=1. Procedure: The title compound was synthesized following the same general protocol as described for ((2S,3R)-3-methyl-2-(((5-(trifluoromethyl)pyridin-2-yl)amino)methyl)piperidin-1-yl)(5-methyl-2-(1-methyl-1H-pyrazol-4-yl)phenyl)methanone in Example A1, using ((2S,3R)-2-(aminomethyl)-3-methylpiperidin-1-yl)(5-methyl-2-(1-methyl-1H-pyrazol-5-yl)phenyl)methanone and 6-chloronicotinonitrile. ESI-MS (m/z): 429 [M+1]+.